Dataset: the Open Reaction Database (ORD), a public repository of structured organic reaction records. Task: describe an organic reaction: reactants, conditions, products, and yield Starting materials: CC(=O)[O-], CC(=O)[O-], CCCS, Cn1cc(-c2cn(COCC[Si](C)(C)C)c3ncc(B4OC(C)(C)C(C)(C)O4)cc23)cn1, CCOC(C)=O, [Cu+2], CN(C)C=O, c1ccncc1. Product: CCCSc1cnc2c(c1)c(-c1cnn(C)c1)cn2COCC[Si](C)(C)C. RXN SMILES: [C:54]([O-:55])(=[O:56])[CH3:57].[C:59]([O-:60])(=[O:61])[CH3:62].[CH2:33]([CH2:34][CH3:35])[SH:36].[CH3:1][n:2]1[n:3][cH:4][c:5](-[c:7]2[cH:8][n:9]([CH2:25][O:26][CH2:27][CH2:28][Si:29]([CH3:30])([CH3:31])[CH3:32])[c:10]3[n:11][cH:12][c:13]([B:16]4[O:17][C:18]([CH3:19])([CH3:20])[C:21]([CH3:22])([CH3:23])[O:24]4)[cH:14][c:15]23)[cH:6]1.[CH3:48][CH2:49][O:50][C:51]([CH3:52])=[O:53].[Cu+2:58].[O:43]=[CH:44][N:45]([CH3:46])[CH3:47].[cH:37]1[cH:38][cH:39][n:40][cH:41][cH:42]1>>[CH3:1][n:2]1[n:3][cH:4][c:5](-[c:7]2[cH:8][n:9]([CH2:25][O:26][CH2:27][CH2:28][Si:29]([CH3:30])([CH3:31])[CH3:32])[c:10]3[n:11][cH:12][c:13]([S:36][CH2:33][CH2:34][CH3:35])[cH:14][c:15]23)[cH:6]1. Reactants: CCOC(=O)c1sc2cnccc2c1Nc1ccc(Br)cc1F, C1COCCO1, [Cu], [Cu]I, [I-], [Na+]. The product is CCOC(=O)c1sc2cnccc2c1Nc1ccc(I)cc1F. Reaction SMILES: [CH2:1]([CH3:2])[O:3][C:4](=[O:5])[c:6]1[c:7]([NH:15][c:16]2[c:17]([F:23])[cH:18][c:19]([Br:22])[cH:20][cH:21]2)[c:8]2[c:9]([cH:10][n:11][cH:12][cH:13]2)[s:14]1.[CH2:26]1[O:27][CH2:28][CH2:29][O:30][CH2:31]1.[Cu:32].[Cu:33][I:34].[I-:25].[Na+:24]>>[CH2:1]([CH3:2])[O:3][C:4](=[O:5])[c:6]1[c:7]([NH:15][c:16]2[c:17]([F:23])[cH:18][c:19]([I:25])[cH:20][cH:21]2)[c:8]2[c:9]([cH:10][n:11][cH:12][cH:13]2)[s:14]1. The reactants are FC(S(=O)(=O)OS(=O)(=O)C(F)(F)F)(F)F (Trifluoromethanesulfonic anhydride), C(C)OC(C(CC1=CC=C(C=C1)O)NC(=O)C1(CCCC1)NC(=O)OC(C)(C)C)=O (2-[(1-tert-butoxycarbonylamino-cyclopentanecarbonyl)-amino]-3-(4-hydroxy-phenyl)-propionic acid ethyl ester), N1=CC=CC=C1 (pyridine). Solvent: C(Cl)Cl (CH2Cl2). Conditions: temperature 0 celsius, time 1 hour. The product is C(C)OC(C(CC1=CC=C(C=C1)OS(=O)(=O)C(F)(F)F)NC(=O)C1(CCCC1)NC(=O)OC(C)(C)C)=O (2-[(1-tert-butoxycarbonylamino-cyclopentanecarbonyl)-amino]-3-(4-trifluoromethanesulfonyloxy-phenyl)-propionic acid ethyl ester). Reaction SMILES: [F:1][C:2]([F:15])([F:14])[S:3]([O:6]S(C(F)(F)F)(=O)=O)(=[O:5])=[O:4].[CH2:16]([O:18][C:19](=[O:45])[CH:20]([NH:29][C:30]([C:32]1([NH:37][C:38]([O:40][C:41]([CH3:44])([CH3:43])[CH3:42])=[O:39])[CH2:36][CH2:35][CH2:34][CH2:33]1)=[O:31])[CH2:21][C:22]1[CH:27]=[CH:26][C:25](O)=[CH:24][CH:23]=1)[CH3:17].N1C=CC=CC=1>C(Cl)Cl>[CH2:16]([O:18][C:19](=[O:45])[CH:20]([NH:29][C:30]([C:32]1([NH:37][C:38]([O:40][C:41]([CH3:44])([CH3:43])[CH3:42])=[O:39])[CH2:36][CH2:35][CH2:34][CH2:33]1)=[O:31])[CH2:21][C:22]1[CH:27]=[CH:26][C:25]([O:6][S:3]([C:2]([F:15])([F:14])[F:1])(=[O:5])=[O:4])=[CH:24][CH:23]=1)[CH3:17]. Procedure details: 1.2 mL of Trifluoromethanesulfonic anhydride (7.1 mmol) is added slowly dropwise to a solution of 2-[(1-tert-butoxycarbonylamino-cyclopentanecarbonyl)-amino]-3-(4-hydroxy-phenyl)-propionic acid ethyl ester (2.70 g, 6.4 mmol) and 0.7 mL (8.7 mmol) of pyridine in 20 mL of CH2Cl2 at 0° C., and the solution is stirred at 0° C. for 1 hour. The reaction mixture is then partitioned between water and CH2Cl2. The organic phase is separated and washed with saturated aqueous NaHCO3 solution, dried over MgS...